This data is from the Open Reaction Database (ORD), a public repository of structured organic reaction records. The task is: describe an organic reaction: reactants, conditions, products, and yield Reactants: COC[C@H]1[C@@]([C@H]1/C=C/C(=C/C(=O)O)/C)(C1=CC=2C(CCC(C2C=C1)(C)C)(C)C)C ((+)-(1S, 2R, 3R)-5-[3-Methoxymethyl-2-methyl-2-(5,5,8,8-tetramethyl-5,6,7,8-tetrahydro-naphthalen-2-yl)-cyclopropyl]-3-methyl-penta-2E,4E-dienoic Acid), C(C)OC[C@@H]1[C@]([C@@H]1/C=C/C(=C/C(=O)OCC)/C)(C1=CC=2C(CCC(C2C=C1)(C)C)(C)C)C (Ethyl (−)-(1R, 2S, 3S)-5-[3-ethoxymethyl-2-methyl-2-(5,5,8,8-tetramethyl-5,6,7,8-tetrahydro-naphthalen-2-yl)-cyclopropyl]-3-methyl-penta-2E,4E-dienoate). Product: C(C)OC[C@@H]1[C@]([C@@H]1/C=C/C(=C/C(=O)O)/C)(C1=CC=2C(CCC(C2C=C1)(C)C)(C)C)C ((−)-(1R, 2S, 3S)-5-[3-Ethoxymethyl-2-methyl-2-(5,5,8,8-tetramethyl-5,6,7,8-tetrahydro-naphthalen-2-yl)-cyclopropyl]-3-methyl-penta-2E,4E-dienoic acid). Isolated yield 86.0%. As a reaction SMILES: COC[C@@H]1[C@H](/C=C/C(/C)=C/C(O)=O)[C@@]1(C)C1C=CC2C(C)(C)CCC(C)(C)C=2C=1.[CH2:30]([O:32][CH2:33][C@H:34]1[C@@H:36](/[CH:37]=[CH:38]/[C:39](/[CH3:46])=[CH:40]/[C:41]([O:43]CC)=[O:42])[C@:35]1([CH3:61])[C:47]1[CH:56]=[CH:55][C:54]2[C:53]([CH3:58])([CH3:57])[CH2:52][CH2:51][C:50]([CH3:60])([CH3:59])[C:49]=2[CH:48]=1)[CH3:31]>>[CH2:30]([O:32][CH2:33][C@H:34]1[C@@H:36](/[CH:37]=[CH:38]/[C:39](/[CH3:46])=[CH:40]/[C:41]([OH:43])=[O:42])[C@:35]1([CH3:61])[C:47]1[CH:56]=[CH:55][C:54]2[C:53]([CH3:58])([CH3:57])[CH2:52][CH2:51][C:50]([CH3:60])([CH3:59])[C:49]=2[CH:48]=1)[CH3:31]. Procedure: Following a procedure similar to that for the preparation of Compound 20a but using Compound 17b as the starting, material afforded the title compound (35 mg, 86% yield) as a white solid: Product: C(C)OC(=O)[C@H]1NC[C@@H]2CC[C@@H](C[C@@H]2C1)CN1C=NC(=C1)C(=O)OCC ([3S,4aR,6S,8aR]-ethyl-6-((4-ethoxycarbonyl-1H-imidazol-1-yl)methyl)-1,2,3,4,4a,5,6,7,8,8a-decahydroisoquinoline-3-carboxylate). The reactants are C(C)OC(=O)[C@H]1N(C[C@@H]2CC[C@@H](C[C@@H]2C1)CN1C=NC(=C1)C(=O)OCC)C(=O)OC ([3S,4aR,6S,8aR]-ethyl-6-((4-ethoxycarbonyl-1H-imidazol-1-yl)methyl)-2-(methoxycarbonyl)-1,2,3,4,4a,5,6,7,8,8a-decahydroisoquinoline-3-carboxylate), C[Si](C)(C)I (trimethylsilyl iodide). Conditions: time 6 hour. Solvent: C(Cl)Cl (methylene chloride). Procedure: To a solution of 0.90 g of [3S,4aR,6S,8aR]-ethyl-6-((4-ethoxycarbonyl-1H-imidazol-1-yl)methyl)-2-(methoxycarbonyl)-1,2,3,4,4a,5,6,7,8,8a-decahydroisoquinoline-3-carboxylate in 20 ml of methylene chloride was added 1.5 ml trimethylsilyl iodide. The reaction was stirred at room temperature for six hours, quenched with excess absolute ethanol and evaporated to dryness. The residue was purified by strong cation exchange chromatography eluting with 10-50% methanol in chloroform followed by 50% 2M amm... As a reaction SMILES: [CH2:1]([O:3][C:4]([C@@H:6]1[CH2:15][C@@H:14]2[C@@H:9]([CH2:10][CH2:11][C@H:12]([CH2:16][N:17]3[CH:21]=[C:20]([C:22]([O:24][CH2:25][CH3:26])=[O:23])[N:19]=[CH:18]3)[CH2:13]2)[CH2:8][N:7]1C(OC)=O)=[O:5])[CH3:2].C[Si](I)(C)C>C(Cl)Cl>[CH2:1]([O:3][C:4]([C@@H:6]1[CH2:15][C@@H:14]2[C@@H:9]([CH2:10][CH2:11][C@H:12]([CH2:16][N:17]3[CH:21]=[C:20]([C:22]([O:24][CH2:25][CH3:26])=[O:23])[N:19]=[CH:18]3)[CH2:13]2)[CH2:8][NH:7]1)=[O:5])[CH3:2]. Starting materials: C(C)OC(C(=O)C1=CC=CC=C1)=O (phenylglyoxylic acid ethyl ester), C(C)OCC (diethyl ether), C1(CCCC1)[Mg]Cl (cyclopentyl magnesium chloride), [Cl-].[NH4+] (ammonium chloride). Solvent: O1CCCC1 (tetrahydrofuran). Reaction conditions: time 30 minute. Yields the product C(C)OC(C(C1=CC=CC=C1)(O)C1CCCC1)=O (2-cyclopentyl-2-hydroxy-2-phenylacetic acid ethyl ester). Reaction SMILES: [CH2:1]([O:3][C:4](=[O:13])[C:5]([C:7]1[CH:12]=[CH:11][CH:10]=[CH:9][CH:8]=1)=[O:6])[CH3:2].C(OCC)C.[CH:19]1([Mg]Cl)[CH2:23][CH2:22][CH2:21][CH2:20]1.[Cl-].[NH4+]>O1CCCC1>[CH2:1]([O:3][C:4](=[O:13])[C:5]([CH:19]1[CH2:23][CH2:22][CH2:21][CH2:20]1)([OH:6])[C:7]1[CH:12]=[CH:11][CH:10]=[CH:9][CH:8]=1)[CH3:2] |f:3.4|. Procedure: Into a solution of 23.5 g of phenylglyoxylic acid ethyl ester in 200 ml of tetrahydrofuran, a diethyl ether solution of cyclopentyl magnesium chloride was added dropwise under ice cooling, followed by 30 minutes' stirring at the same temperature. Saturated aqueous ammonium chloride solution was added to the reaction mixture, and the reaction product was extracted with ethyl acetate, washed with saturated saline solution, and dried over anhydrous magnesium sulfate. Distilling the solvent off, the... Starting materials: Amine, C(C)(C)(C)OC(=O)N1CCC(CC1)NCCOC (4-(2-methoxy-ethylamino)-piperidine-1-carboxylic acid tert-butyl ester), BrC(C)C (2-bromopropane), C([O-])([O-])=O.[K+].[K+] (potassium carbonate). The solvent is CC#N (MeCN), C(Cl)Cl (DCM). Conditions: temperature 60 celsius. The product is C(C)(C)(C)OC(=O)N1CCC(CC1)N(CCOC)C(C)C (4-[isopropyl-(2-methoxy-ethyl)-amino]-piperidine-1-carboxylic acid tert-butyl ester). RXN SMILES: [C:1]([O:5][C:6]([N:8]1[CH2:13][CH2:12][CH:11]([NH:14][CH2:15][CH2:16][O:17][CH3:18])[CH2:10][CH2:9]1)=[O:7])([CH3:4])([CH3:3])[CH3:2].Br[CH:20]([CH3:22])[CH3:21].C(=O)([O-])[O-].[K+].[K+]>CC#N.C(Cl)Cl>[C:1]([O:5][C:6]([N:8]1[CH2:9][CH2:10][CH:11]([N:14]([CH:20]([CH3:22])[CH3:21])[CH2:15][CH2:16][O:17][CH3:18])[CH2:12][CH2:13]1)=[O:7])([CH3:4])([CH3:3])[CH3:2] |f:2.3.4|. Procedure details: Amine preparation: A mixture of 4-(2-methoxy-ethylamino)-piperidine-1-carboxylic acid tert-butyl ester (see preparation of 121) (300 mg) and 2-bromopropane (1.20 mL) in MeCN (3 mL) with potassium carbonate (192 mg) were heated at 60° C. in a sealed tube for 7 days. The reaction mixture was cooled down, diluted with DCM, washed with brine, dried (MgSO4) and the solvent removed in vacuo. The residue was purified using flash chromatography to yield 4-[isopropyl-(2-methoxy-ethyl)-amino]-piperidine-1... Starting materials: 2,5-di(tert.-butyl peroxy)-2,5-dimethyl-3-hexane, C(C)(C)(C1=CC=CC=C1)OOC(C)(C)C1=CC=CC=C1 (dicumyl peroxide), diene benzoyl peroxide, C(C)(C)(C)OOC(C)(C)C (di(tert.-butyl)peroxide), C(C)(C)(C)OOC1(CC(CC(C1)C)(C)C)OOC(C)(C)C (1,1-bis(tert.-butyl peroxy)-3,3,5-trimethyl cyclohexane), peroxide, C(C1=CC=CC=C1)(=O)OOOC(C)(C)C (tert.-butylperoxy benzoate), C(CCC)OC(CCC(C)(OOC(C)(C)C)OOC(C)(C)C)=O (butyl-4,4-bis(tert.-butyl peroxy)valerate), C(C)(C)(C)OOC(C)(CCC(C)(C)OOC(C)(C)C)C (2,5-di(tert.-butyl peroxy)-2,5-dimethyl hexane), C(C)(C)(C)OOC(C)(C)C1=CC=CC=C1 (tert.-butylcumyl peroxide), di(tert.-butyl peroxide-iso-propyl)benzene. As a reaction SMILES: C(OOC(C)(CCC(OOC(C)(C)C)(C)C)C)(C)(C)C.C(OOC(C1C=CC=CC=1)(C)C)(C)(C)C.C(OOC(C)(C)C)(C)(C)C.[C:46]([O:55][O:56][C:57]([C:60]1C=CC=C[CH:61]=1)([CH3:59])[CH3:58])([C:49]1C=CC=C[CH:50]=1)([CH3:48])[CH3:47].C(OC(=O)CCC(OOC(C)(C)C)(OOC(C)(C)C)C)CCC.C(OOC1(OOC(C)(C)C)CC(C)CC(C)(C)C1)(C)(C)C.C(OOOC(C)(C)C)(=O)C1C=CC=CC=1>>[C:57]([O:56][O:55][C:46]([CH2:49][CH3:50])([CH3:48])[CH3:47])([CH2:60][CH3:61])([CH3:59])[CH3:58]. Procedure: 2,5-di(tert.-butyl peroxy)-2,5-dimethyl-3-hexane; 2,5-di(tert.-butyl peroxy)-2,5-dimethyl hexane, tert.-butylcumyl peroxide; di(tert.-butyl)peroxide; dicumyl peroxide; di(tert.-butyl peroxide-iso-propyl)benzene, butyl-4,4-bis(tert.-butyl peroxy)valerate; 1,1-bis(tert.-butyl peroxy)-3,3,5-trimethyl cyclohexane; tert.-butylperoxy benzoate, diene benzoyl peroxide are e.g. suitable as a peroxide. The product is C(C)(C)(CC)OOC(C)(C)CC (Di-tert.-amyl peroxide). Starting materials: CCOC(=O)c1sc(SC)c(C#N)c1-c1ccc(I)cc1, C1CCOC1, CCOCC, CC(C)[Zn], Cl[Ni]Cl, c1ccc(P(CCCP(c2ccccc2)c2ccccc2)c2ccccc2)cc1. Yields the product CCOC(=O)c1sc(C(C)C)c(C#N)c1-c1ccc(I)cc1. RXN SMILES: [CH2:1]([CH3:2])[O:3][C:4](=[O:5])[c:6]1[s:7][c:8]([S:20][CH3:21])[c:9]([C:18]#[N:19])[c:10]1-[c:11]1[cH:12][cH:13][c:14]([I:17])[cH:15][cH:16]1.[CH2:31]1[O:32][CH2:33][CH2:34][CH2:35]1.[CH3:26][CH2:27][O:28][CH2:29][CH3:30].[CH:22]([CH3:23])([CH3:24])[Zn:25].[Ni:36]([Cl:37])[Cl:38].[c:39]1([P:40]([c:41]2[cH:42][cH:43][cH:44][cH:45][cH:46]2)[CH2:47][CH2:48][CH2:49][P:50]([c:51]2[cH:52][cH:53][cH:54][cH:55][cH:56]2)[c:57]2[cH:58][cH:59][cH:60][cH:61][cH:62]2)[cH:63][cH:64][cH:65][cH:66][cH:67]1>>[CH2:1]([CH3:2])[O:3][C:4](=[O:5])[c:6]1[s:7][c:8]([CH:22]([CH3:23])[CH3:24])[c:9]([C:18]#[N:19])[c:10]1-[c:11]1[cH:12][cH:13][c:14]([I:17])[cH:15][cH:16]1. Starting materials: C(C)NO (N-ethylhydroxylamine), [H-].[Na+] (sodium hydride), BrC=1C=CC2=C(C(=NCC=3N2C(=NN3)CCl)C3=NC=CC=C3)C1 (8-bromo-1-(chloromethyl)-6-(2-pyridyl)-4H-s-triazolo[4,3-a][1,4]benzodiazepine). The solvent is CN(C=O)C (dimethylformamide). The product is BrC=1C=CC2=C(C(=NCC=3N2C(=NN3)CN(O)CC)C3=NC=CC=C3)C1 (8-bromo-1-[(ethylhydroxyamino)methyl]-6-(2-pyridyl)-4H-s-triazolo[4,3-a][1,4]benzodiazepine). RXN SMILES: [CH2:1]([NH:3][OH:4])[CH3:2].[H-].[Na+].[Br:7][C:8]1[CH:9]=[CH:10][C:11]2[N:17]3[C:18]([CH2:21]Cl)=[N:19][N:20]=[C:16]3[CH2:15][N:14]=[C:13]([C:23]3[CH:28]=[CH:27][CH:26]=[CH:25][N:24]=3)[C:12]=2[CH:29]=1>CN(C)C=O>[Br:7][C:8]1[CH:9]=[CH:10][C:11]2[N:17]3[C:18]([CH2:21][N:3]([CH2:1][CH3:2])[OH:4])=[N:19][N:20]=[C:16]3[CH2:15][N:14]=[C:13]([C:23]3[CH:28]=[CH:27][CH:26]=[CH:25][N:24]=3)[C:12]=2[CH:29]=1 |f:1.2|. Procedure details: In the manner given in Example 16, a solution of N-ethylhydroxylamine in dimethylformamide is treated with sodium hydride suspended in mineral oil, and the mixture is treated with 8-bromo-1-(chloromethyl)-6-(2-pyridyl)-4H-s-triazolo[4,3-a][1,4]benzodiazepine to give 8-bromo-1-[(ethylhydroxyamino)methyl]-6-(2-pyridyl)-4H-s-triazolo[4,3-a][1,4]benzodiazepine.